Dataset: the Open Reaction Database (ORD), a public repository of structured organic reaction records. Task: describe an organic reaction: reactants, conditions, products, and yield Starting materials: C(C)N[C@@H](CCC1=CC=CC=C1)C(=O)O (Ethyl (S)-homophenylalanine), C=1(C(=CC=CC1)S(=O)(=O)O[C@@H](C(=O)OCC1=CC=CC=C1)C)C (benzyl (R)-α-toluenesulfonyloxypropionate), II, C([O-])([O-])=O.[K+].[K+] (potassium carbonate). Solvent: C(C)#N (acetonitrile). The product is C(C)OC(=O)[C@H](CCC1=CC=CC=C1)N[C@@H](C)C(=O)O (N-[(lS)-1-ethoxycarbonyl-3-phenylpropyl]-L-alanine). Reaction SMILES: [CH2:1]([NH:3][C@H:4]([C:13]([OH:15])=[O:14])[CH2:5][CH2:6][C:7]1[CH:12]=[CH:11][CH:10]=[CH:9][CH:8]=1)[CH3:2].[C:16]1(C)C(S(O[C@H](C)C(OCC2C=CC=CC=2)=O)(=O)=O)=CC=C[CH:21]=1.[C:39](=[O:42])([O-])[O-:40].[K+].[K+]>C(#N)C>[CH2:16]([O:14][C:13]([C@@H:4]([NH:3][C@H:1]([C:39]([OH:40])=[O:42])[CH3:2])[CH2:5][CH2:6][C:7]1[CH:12]=[CH:11][CH:10]=[CH:9][CH:8]=1)=[O:15])[CH3:21] |f:2.3.4|. Reported procedure: Ethyl (S)-homophenylalanine (I') and benzyl (R)-α-toluenesulfonyloxypropionate (II') in the presence or absence of potassium carbonate were added to acetonitrile (15 ml, bp 82° C.), and refluxed for a predetermined time, while stirring. After completing the reaction, the mixture was concentrated under reduced pressure and water (10 ml) was added to the oily residue. Then the mixture was extracted with toluene (10 ml). The organic layer was concentrated under reduced pressure to remove toluene. T... The reactants are O (water), ClC1=C(C=C(COC2CN(CCC2C2=CC=C(C=C2)OCCCOCC2=C(C=CC=C2)OC)C(=O)OC(C)(C)C)C=C1)OCCCOC (tert-butyl 3-[4-chloro-3-(3-methoxypropoxy)benzyloxy]-4-{4-[3-(2-methoxybenzyloxy)propoxy]phenyl}piperidine-1-carboxylate), [C-]#N.[Na+] (sodium cyanide), C1COCCOCCOCCOCCO1 (15-crown-5). Reagents/catalysts: [Ni] (Ni), [Ni] (Ni), [Ni] (Ni). Run in C1(=CC=CC=C1)C (toluene). Yields the product C(#N)C1=C(C=C(COC2CN(CCC2C2=CC=C(C=C2)OCCCOCC2=C(C=CC=C2)OC)C(=O)OC(C)(C)C)C=C1)OCCCOC (tert-Butyl 3-[4-cyano-3-(3-methoxypropoxy)benzyloxy]-4-{4-[3-(2-methoxybenzyloxy)propoxy]phenyl}piperidine-1-carboxylate), SiO2. RXN SMILES: Cl[C:2]1[CH:42]=[CH:41][C:5]([CH2:6][O:7][CH:8]2[CH:13]([C:14]3[CH:19]=[CH:18][C:17]([O:20][CH2:21][CH2:22][CH2:23][O:24][CH2:25][C:26]4[CH:31]=[CH:30][CH:29]=[CH:28][C:27]=4[O:32][CH3:33])=[CH:16][CH:15]=3)[CH2:12][CH2:11][N:10]([C:34]([O:36][C:37]([CH3:40])([CH3:39])[CH3:38])=[O:35])[CH2:9]2)=[CH:4][C:3]=1[O:43][CH2:44][CH2:45][CH2:46][O:47][CH3:48].[C-:49]#[N:50].[Na+].C1OCCOCCOCCOCCOC1.O>C1(C)C=CC=CC=1.[Ni]>[C:49]([C:2]1[CH:42]=[CH:41][C:5]([CH2:6][O:7][CH:8]2[CH:13]([C:14]3[CH:19]=[CH:18][C:17]([O:20][CH2:21][CH2:22][CH2:23][O:24][CH2:25][C:26]4[CH:31]=[CH:30][CH:29]=[CH:28][C:27]=4[O:32][CH3:33])=[CH:16][CH:15]=3)[CH2:12][CH2:11][N:10]([C:34]([O:36][C:37]([CH3:38])([CH3:39])[CH3:40])=[O:35])[CH2:9]2)=[CH:4][C:3]=1[O:43][CH2:44][CH2:45][CH2:46][O:47][CH3:48])#[N:50] |f:1.2|. Procedure details: The mixture, prepared under argon, of 0.280 g of tert-butyl 3-[4-chloro-3-(3-methoxypropoxy)benzyloxy]-4-{4-[3-(2-methoxybenzyloxy)propoxy]phenyl}piperidine-1-carboxylate (Example 31a), 0.080 g of sodium cyanide and 0.005 ml of 15-crown-5 in 2 ml of toluene is initially charged at room temperature with stirring and admixed with 0.75 ml of Ni-catalyst solution (preparation described below). The reaction mixture is stirred at 80° C. for 24 hours and then admixed with a further 0.75 ml of Ni cataly... Starting materials: C(C)O (ethanol), C([O-])([O-])=O.[K+].[K+] (potassium carbonate), C(OCC)(OCC)OCC (Triethyl orthoformate), CC(=CC=O)C (3-methyl-2-butenal). Reagents/catalysts: S(=O)(=O)(O)[O-].[K+] (Potassium hydrogen sulfate). Reaction conditions: temperature 4 celsius, time 15 minute. Yields the product C(C)OC(C=C(C)C)OCC (1,1-Diethoxy-3-methyl-2-butene). Yield: 85.7%. RXN SMILES: C(O)C.[CH:4]([O:11][CH2:12][CH3:13])([O:8][CH2:9][CH3:10])OCC.[CH3:14][C:15]([CH3:19])=[CH:16]C=O.C(=O)([O-])[O-].[K+].[K+]>S([O-])(O)(=O)=O.[K+]>[CH2:12]([O:11][CH:4]([O:8][CH2:9][CH3:10])[CH:14]=[C:15]([CH3:19])[CH3:16])[CH3:13] |f:3.4.5,6.7|. Procedure details: Under an argon atmosphere, a 250-mL, round-bottomed flask equipped with a stir bar was charged with abs. ethanol (52 mL, 892 mmol, 5.0 eq). The flask was cooled to 4° C. (internal) in an ice bath. Triethyl orthoformate (29.7 mL, 178 mmol, 1.0 eq) was added followed by 3-methyl-2-butenal (17.2 mL, 178 mmol, 1.0 eq). The resulting clear, colorless solution was further cooled to 2° C. (internal). Potassium hydrogen sulfate (1.277 g, 9.38 mmol, 0.05 eq) was then added in one portion, resulting in an...